This data is from the Open Reaction Database (ORD), a public repository of structured organic reaction records. The task is: describe an organic reaction: reactants, conditions, products, and yield Reactants: FC(C=1C=C(C=CC1)NC(=O)N1CCC2=CC(=CC=C12)OC1=NC=NC(=C1)N=[N+]=[N-])(F)F (5-(6-azido-pyrimidin-4-yloxy)-2,3-dihydro-indole-1-carboxylic acid (3-trifluoromethyl-phenyl)-amide). As a reaction SMILES: [F:1][C:2]([F:32])([F:31])[C:3]1[CH:4]=[C:5]([NH:9][C:10]([N:12]2[C:20]3[C:15](=[CH:16][C:17]([O:21][C:22]4[CH:27]=[C:26]([N:28]=[N+]=[N-])[N:25]=[CH:24][N:23]=4)=[CH:18][CH:19]=3)[CH2:14][CH2:13]2)=[O:11])[CH:6]=[CH:7][CH:8]=1>C1COCC1.[Pd]>[F:31][C:2]([F:1])([F:32])[C:3]1[CH:4]=[C:5]([NH:9][C:10]([N:12]2[C:20]3[C:15](=[CH:16][C:17]([O:21][C:22]4[CH:27]=[C:26]([NH2:28])[N:25]=[CH:24][N:23]=4)=[CH:18][CH:19]=3)[CH2:14][CH2:13]2)=[O:11])[CH:6]=[CH:7][CH:8]=1. Procedure details: 4.58 g (10.4 mMol) 5-(6-azido-pyrimidin-4-yloxy)-2,3-dihydro-indole-1-carboxylic acid (3-trifluoromethyl-phenyl)-amide in 150 ml THF are hydrogenated in the presence of 0.8 g Pd/C (10%; Engelhard 4505). The catalyst is filtered off and the filtrate concentrated. The residue is dissolved in EtOAc and H2O and the aqueous layer extracted twice with EtOAc. The organic layers are washed with brine, dried (Na2SO4) and concentrated, yielding the title compound: m.p.: 186-187° C. Reagents/catalysts: [Pd] (Pd/C). Product: FC(C=1C=C(C=CC1)NC(=O)N1CCC2=CC(=CC=C12)OC1=NC=NC(=C1)N)(F)F (5-(6-Amino-pyrimidin-4-yloxy)-2,3-dihydro-indole-1-carboxylic acid (3-trifluoromethyl-phenyl)-amide). Run in C1CCOC1 (THF).